From a dataset of the Open Reaction Database (ORD), a public repository of structured organic reaction records. describe an organic reaction: reactants, conditions, products, and yield The reactants are COC(=O)c1ccc(-c2nc(NCc3ccc4c(c3)OCO4)c3cc(C)sc3n2)cc1, Cl, [Na+], C1CCOC1, [OH-]. Yields the product Cc1cc2c(NCc3ccc4c(c3)OCO4)nc(-c3ccc(C(=O)O)cc3)nc2s1. Reaction SMILES: [CH2:1]1[O:2][c:3]2[cH:4][c:5]([CH2:6][NH:7][c:8]3[c:9]4[c:10]([n:11][c:12](-[c:14]5[cH:15][cH:16][c:17]([C:18](=[O:19])[O:20][CH3:21])[cH:22][cH:23]5)[n:13]3)[s:24][c:25]([CH3:27])[cH:26]4)[cH:28][cH:29][c:30]2[O:31]1.[ClH:34].[Na+:33].[O:35]1[CH2:36][CH2:37][CH2:38][CH2:39]1.[OH-:32]>>[CH2:1]1[O:2][c:3]2[cH:4][c:5]([CH2:6][NH:7][c:8]3[c:9]4[c:10]([n:11][c:12](-[c:14]5[cH:15][cH:16][c:17]([C:18](=[O:19])[OH:20])[cH:22][cH:23]5)[n:13]3)[s:24][c:25]([CH3:27])[cH:26]4)[cH:28][cH:29][c:30]2[O:31]1.